This data is from the Open Reaction Database (ORD), a public repository of structured organic reaction records. The task is: describe an organic reaction: reactants, conditions, products, and yield Reactants: CC(=O)OC1CC(C)c2c(Cl)ncnc21, CC1CN(C(=O)OC(C)(C)C)CCN1, CN1CCCC1=O, CCOC(C)=O. Yields the product CC(=O)OC1CC(C)c2c1ncnc2N1CCN(C(=O)OC(C)(C)C)CC1C. RXN SMILES: [C:1]([CH3:2])(=[O:3])[O:4][CH:5]1[CH2:6][CH:7]([CH3:15])[c:8]2[c:9]1[n:10][cH:11][n:12][c:13]2[Cl:14].[CH3:16][CH:17]1[CH2:18][N:19]([C:23](=[O:24])[O:25][C:26]([CH3:27])([CH3:28])[CH3:29])[CH2:20][CH2:21][NH:22]1.[CH3:30][N:31]1[CH2:32][CH2:33][CH2:34][C:35]1=[O:36].[CH3:37][CH2:38][O:39][C:40](=[O:41])[CH3:42]>>[C:1]([CH3:2])(=[O:3])[O:4][CH:5]1[CH2:6][CH:7]([CH3:15])[c:8]2[c:9]1[n:10][cH:11][n:12][c:13]2[N:22]1[CH:17]([CH3:16])[CH2:18][N:19]([C:23](=[O:24])[O:25][C:26]([CH3:27])([CH3:28])[CH3:29])[CH2:20][CH2:21]1. Reactants: NCC1=C(C2=C(N=C1CC)N(N=C2)CC)NC2CCOCC2 (5-(aminomethyl)-1,6-diethyl-N-(tetrahydro-2H-pyran-4-yl)-1H-pyrazolo[3,4-b]pyridin-4-amine), COC(=O)C=1C=C(C(=O)O)C=CC1 (3-[(methyloxy)carbonyl]benzoic acid), C(CCl)Cl (EDC), TEA. The solvent is C(Cl)Cl (DCM). Conditions: time 18 hour. The product is C(C)N1N=CC=2C1=NC(=C(C2NC2CCOCC2)CNC(=O)C=2C=C(C(=O)OC)C=CC2)CC (Methyl 3-[({[1,6-diethyl-4-(tetrahydro-2H-pyran-4-ylamino)-1H-pyrazolo[3,4-b]pyridin-5-yl]methyl}amino)carbonyl]benzoate). Isolated yield 50.5%. Reaction SMILES: [NH2:1][CH2:2][C:3]1[C:8]([CH2:9][CH3:10])=[N:7][C:6]2[N:11]([CH2:14][CH3:15])[N:12]=[CH:13][C:5]=2[C:4]=1[NH:16][CH:17]1[CH2:22][CH2:21][O:20][CH2:19][CH2:18]1.[CH3:23][O:24][C:25]([C:27]1[CH:28]=[C:29]([CH:33]=[CH:34][CH:35]=1)[C:30](O)=[O:31])=[O:26].C(Cl)CCl>C(Cl)Cl>[CH2:14]([N:11]1[C:6]2=[N:7][C:8]([CH2:9][CH3:10])=[C:3]([CH2:2][NH:1][C:30]([C:29]3[CH:28]=[C:27]([CH:35]=[CH:34][CH:33]=3)[C:25]([O:24][CH3:23])=[O:26])=[O:31])[C:4]([NH:16][CH:17]3[CH2:18][CH2:19][O:20][CH2:21][CH2:22]3)=[C:5]2[CH:13]=[N:12]1)[CH3:15]. Procedure details: To a solution of 5-(aminomethyl)-1,6-diethyl-N-(tetrahydro-2H-pyran-4-yl)-1H-pyrazolo[3,4-b]pyridin-4-amine (1.02 g, 3 mmol) in DCM (30 mL) was added 3-[(methyloxy)carbonyl]benzoic acid (541 mg, 3 mmol), EDC (633 mg, 3.3 mmol), and TEA (1.05 mL, 7.5 mmol). This mixture was stirred at room temperature for 18 h. The reaction mixture was washed with H2O (20 mL), dried over Na2SO4, filtered, concentrated and purified with CombiFlash to afford 0.7052 g (50%) of the title compound. LC-MS m/z 466 (M+H)... Starting materials: C(C)(C)(C)C1=C(N)C=CC=C1 (2-t-Butylaniline), CC1OC(CO1)CCl (2-methyl-5-chloromethyl-1,3-dioxolane), C([O-])([O-])=O.[K+].[K+] (potassium carbonate). Reagents/catalysts: [Cl-].C(C)[N+](CC)(CC)CC (tetraethylammonium chloride). The product is CC1OC(CO1)CNC1=C(C=CC=C1)C(C)(C)C (N-(2-Methyl-1,3-dioxolan-5-ylmethyl)-2-t-butylaniline), C(C)(C)(C)C1=C(N)C=CC=C1 (2-t-butylaniline). Reaction SMILES: [C:1]([C:5]1[CH:11]=[CH:10][CH:9]=[CH:8][C:6]=1[NH2:7])([CH3:4])([CH3:3])[CH3:2].[CH3:12][CH:13]1[O:17][CH2:16][CH:15]([CH2:18]Cl)[O:14]1.C(=O)([O-])[O-].[K+].[K+]>[Cl-].C([N+](CC)(CC)CC)C>[CH3:12][CH:13]1[O:17][CH2:16][CH:15]([CH2:18][NH:7][C:6]2[CH:8]=[CH:9][CH:10]=[CH:11][C:5]=2[C:1]([CH3:4])([CH3:2])[CH3:3])[O:14]1.[C:1]([C:5]1[CH:11]=[CH:10][CH:9]=[CH:8][C:6]=1[NH2:7])([CH3:4])([CH3:2])[CH3:3] |f:2.3.4,5.6|. Procedure: 2-t-Butylaniline (0.3 mole), 2-methyl-5-chloromethyl-1,3-dioxolane (0.3 mole), potassium carbonate (0.3 mole) and tetraethylammonium chloride (2 grams) are charged into a glass reaction vessel equipped with a mechanical stirrer, thermometer and reflux condenser. The reaction mixture is heated at reflux for a period of 48 hours. After this time the mixture is filtered to yield the desired product N-2-methyl-1,3-dioxolan-5-ylmethyl)-2-t-butylaniline. The reactants are C(NN)(=O)OC(C)(C)C (t-Butyl carbazate), C(C)N1N=CC=2C1=NC(=C(C2NC2CCOCC2)C(=O)O)C (1-Ethyl-6-methyl-4-(tetrahydro-2H-pyran-4-ylamino)-1H-pyrazolo[3,4-b]pyridine-5-carboxylic acid), C(CCl)Cl (EDC), C=1C=CC2=C(C1)N=NN2O (HOBT). Procedure: Intermediate 60 (0.253 g, 0.83 mmol), EDC (0.223 g, 1.17 mmol) and HOBT (0.135 g, 1.0 mmol) in DMF (5 ml) was stirred at 20° C. for 30 minutes. t-Butyl carbazate (0.110 g, 0.83 mmol) was added and stirring continued for 18 hours. The reaction mixture was concentrated in vacuo and the residue dissolved in DMF (5 ml) additional EDC (0.159 g0) and HOBT (0.112 g) added. After 30 minutes t-butyl carbazate (0.019 g) was added and stirring continued for 18 hours. The reaction was concentrated in vacuo ... Reaction SMILES: [CH2:1]([N:3]1[C:7]2=[N:8][C:9]([CH3:22])=[C:10]([C:19]([OH:21])=O)[C:11]([NH:12][CH:13]3[CH2:18][CH2:17][O:16][CH2:15][CH2:14]3)=[C:6]2[CH:5]=[N:4]1)[CH3:2].C(Cl)CCl.C1C=CC2N(O)N=NC=2C=1.[C:37]([O:41][C:42]([CH3:45])([CH3:44])[CH3:43])(=[O:40])[NH:38][NH2:39]>CN(C=O)C>[CH2:1]([N:3]1[C:7]2=[N:8][C:9]([CH3:22])=[C:10]([C:19]([NH:39][NH:38][C:37]([O:41][C:42]([CH3:45])([CH3:44])[CH3:43])=[O:40])=[O:21])[C:11]([NH:12][CH:13]3[CH2:18][CH2:17][O:16][CH2:15][CH2:14]3)=[C:6]2[CH:5]=[N:4]1)[CH3:2]. The product is C(C)N1N=CC=2C1=NC(=C(C2NC2CCOCC2)C(=O)NNC(=O)OC(C)(C)C)C (1,1-Dimethylethyl 2-{[1-ethyl-6-methyl-4-(tetrahydro-2H-pyran-4-ylamino)-1H-pyrazolo[3,4-b]pyridin-5-yl]carbonyl}hydrazinecarboxylate). Conditions: time 18 hour. Solvent: CN(C)C=O (DMF). Isolated yield 54.7%. Reactants: ClCCl, COc1cc(F)ccc1C(C)(C)CC(O)C(F)(F)F. The product is COc1cc(F)ccc1C(C)(C)CC(=O)C(F)(F)F. RXN SMILES: [Cl:20][CH2:21][Cl:22].[F:1][C:2]([CH:3]([CH2:4][C:5]([CH3:6])([CH3:7])[c:8]1[c:9]([O:15][CH3:16])[cH:10][c:11]([F:14])[cH:12][cH:13]1)[OH:17])([F:18])[F:19]>>[F:1][C:2]([C:3]([CH2:4][C:5]([CH3:6])([CH3:7])[c:8]1[c:9]([O:15][CH3:16])[cH:10][c:11]([F:14])[cH:12][cH:13]1)=[O:17])([F:18])[F:19]. Starting materials: NCCCN1CCc2cccc3c2C1CC3, CC(=O)OC(C)=O, ClCCl, [Na+], O=C([O-])O. The product is CC(=O)NCCCN1CCc2cccc3c2C1CC3. As a reaction SMILES: [CH2:1]1[CH2:2][CH:3]2[N:4]([CH2:13][CH2:14][CH2:15][NH2:16])[CH2:5][CH2:6][c:7]3[cH:8][cH:9][cH:10][c:11]1[c:12]32.[CH3:22][C:23](=[O:24])[O:25][C:26](=[O:27])[CH3:28].[Cl:29][CH2:30][Cl:31].[Na+:21].[O-:17][C:18]([OH:19])=[O:20]>>[CH2:1]1[CH2:2][CH:3]2[N:4]([CH2:13][CH2:14][CH2:15][NH:16][C:23]([CH3:22])=[O:24])[CH2:5][CH2:6][c:7]3[cH:8][cH:9][cH:10][c:11]1[c:12]32. Procedure details: In a glass tube were placed 2-chloro-oxazole-4-carboxylic acid [1-(3,5-difluoro-4-methanesulfonylamino-phenyl)-ethyl]-amide (100 mg, 0.26 mmol), 2-butoxy phenyl boronic acid (61 mg, 0.32 mmol), 2N—Na2CO3 (0.5 mL), Pd(PPh3)4 (4.6 mg, 0.004 mmol), toluene (1.0 mL), ethanol (0.5 mL), and a magnetic stir bar. The mixture was stirred overnight at 110° C. and was diluted with EtOAc and water. The organic layer was washed with saturated ammonium chloride, water and brine, dried over anhydrous magnesium... The product is FC=1C=C(C=C(C1NS(=O)(=O)C)F)C(C)NC(=O)C=1N=C(OC1)C1=C(C=CC=C1)OCCCC (2-(2-Butoxy-phenyl)-oxazole-4-carboxylic acid [1-(3,5-difluoro-4-methanesulfonylamino-phenyl)-ethyl]-amide). The yield is 39.0%. Run at temperature 110 celsius, time 8 hour. The reagents and catalysts are C=1C=CC(=CC1)[P](C=2C=CC=CC2)(C=3C=CC=CC3)[Pd]([P](C=4C=CC=CC4)(C=5C=CC=CC5)C=6C=CC=CC6)([P](C=7C=CC=CC7)(C=8C=CC=CC8)C=9C=CC=CC9)[P](C=1C=CC=CC1)(C=1C=CC=CC1)C=1C=CC=CC1 (Pd(PPh3)4). Reaction SMILES: [F:1][C:2]1[CH:3]=[C:4]([CH:14]([NH:16][C:17]([C:19]2[N:20]=[C:21](Cl)[O:22][CH:23]=2)=[O:18])[CH3:15])[CH:5]=[C:6]([F:13])[C:7]=1[NH:8][S:9]([CH3:12])(=[O:11])=[O:10].[CH2:25]([O:29][C:30]1[CH:35]=[CH:34][CH:33]=[CH:32][C:31]=1B(O)O)[CH2:26][CH2:27][CH3:28].C([O-])([O-])=O.[Na+].[Na+].C1(C)C=CC=CC=1>CCOC(C)=O.O.C1C=CC([P]([Pd]([P](C2C=CC=CC=2)(C2C=CC=CC=2)C2C=CC=CC=2)([P](C2C=CC=CC=2)(C2C=CC=CC=2)C2C=CC=CC=2)[P](C2C=CC=CC=2)(C2C=CC=CC=2)C2C=CC=CC=2)(C2C=CC=CC=2)C2C=CC=CC=2)=CC=1.C(O)C>[F:1][C:2]1[CH:3]=[C:4]([CH:14]([NH:16][C:17]([C:19]2[N:20]=[C:21]([C:35]3[CH:34]=[CH:33][CH:32]=[CH:31][C:30]=3[O:29][CH2:25][CH2:26][CH2:27][CH3:28])[O:22][CH:23]=2)=[O:18])[CH3:15])[CH:5]=[C:6]([F:13])[C:7]=1[NH:8][S:9]([CH3:12])(=[O:11])=[O:10] |f:2.3.4,^1:62,64,83,102|. Run in C(C)O (ethanol), CCOC(=O)C (EtOAc), O (water). The reactants are FC=1C=C(C=C(C1NS(=O)(=O)C)F)C(C)NC(=O)C=1N=C(OC1)Cl (2-chloro-oxazole-4-carboxylic acid [1-(3,5-difluoro-4-methanesulfonylamino-phenyl)-ethyl]-amide), C1(=CC=CC=C1)C (toluene), C(CCC)OC1=C(C=CC=C1)B(O)O (2-butoxy phenyl boronic acid), C(=O)([O-])[O-].[Na+].[Na+] (Na2CO3). Reactants: O=CC1=CC(OC)=C(O)C=C1 (vanillin), BrCC(=O)OCC (ethyl bromoacetate), C([O-])([O-])=O.[K+].[K+] (potassium carbonate). Solvent: CC(=O)C (acetone), CC(=O)C (acetone). Product: C(C)OC(COC1=C(C=C(C=C1)C=O)OC)=O ((4-Formyl-2-methoxy-phenoxy)-acetic acid ethyl ester). As a reaction SMILES: [O:1]=[CH:2][C:3]1[CH:11]=[CH:10][C:8]([OH:9])=[C:5]([O:6][CH3:7])[CH:4]=1.Br[CH2:13][C:14]([O:16][CH2:17][CH3:18])=[O:15].C(=O)([O-])[O-].[K+].[K+]>CC(C)=O>[CH2:17]([O:16][C:14](=[O:15])[CH2:13][O:9][C:8]1[CH:10]=[CH:11][C:3]([CH:2]=[O:1])=[CH:4][C:5]=1[O:6][CH3:7])[CH3:18] |f:2.3.4|. Procedure details: A flask containing vanillin (20 g, 0.13 mol), ethyl bromoacetate (28.4 g, 0.17 mol) and potassium carbonate (32.7 g, 0.24 mol) and acetone 200 mL were heated to reflux for 3 hours. The reaction was allowed to come to rt. The acetone was stripped off and the residue partitioned between water and ethyl acetate. The ethyl acetate was washed with brine and dried over magnesium sulfate. The organic layer was concentrated and the solid triturated with hexanes to yield 28.4 grams of example No. 169. The reactants are COC=1C=C(C=CC1)[C@H](C)N[C@@H](C)C1=CC=CC=C1 ((S)-1-(3-methoxy phenyl)-N—((S)-1-phenylethyl)ethylamine), S(=O)(=O)(OC)OC (dimethyl sulfate), raw material, CI (methyl iodide). Yields the product COC=1C=C(C=CC1)[C@H](C)N([C@@H](C)C1=CC=CC=C1)C ((S)-1-(3-methoxyphenyl)-N-methyl-N—[(S)-1-phenylethyl]ethylamine). RXN SMILES: [CH3:1][O:2][C:3]1[CH:4]=[C:5]([C@@H:9]([NH:11][C@H:12]([C:14]2[CH:19]=[CH:18][CH:17]=[CH:16][CH:15]=2)[CH3:13])[CH3:10])[CH:6]=[CH:7][CH:8]=1.CI.S(OC)(O[CH3:26])(=O)=O>>[CH3:1][O:2][C:3]1[CH:4]=[C:5]([C@@H:9]([N:11]([CH3:26])[C@H:12]([C:14]2[CH:19]=[CH:18][CH:17]=[CH:16][CH:15]=2)[CH3:13])[CH3:10])[CH:6]=[CH:7][CH:8]=1. Procedure details: In another embodiment, the second approach: The methylation reaction is carried out using (S)-1-(3-methoxy phenyl)-N—((S)-1-phenylethyl)ethylamine as a raw material, and methyl iodide or dimethyl sulfate as a methylation agent, so as to obtain (S)-1-(3-methoxyphenyl)-N-methyl-N—[(S)-1-phenylethyl]ethylamine. Methyl iodide or dimethyl sulfate are conventional methylation agents, and the method is common in the art. See OS, CV4, 836 (1963); OS, CV3, 753 (1955), which are incorporated herewith by r...